This data is from the Open Reaction Database (ORD), a public repository of structured organic reaction records. The task is: describe an organic reaction: reactants, conditions, products, and yield Reactants: C(CCC)C1(C(C2=CC=C(C(=C2C1)C)OC)=O)CCC(C)=O (2-butyl-5-methoxy-4-methyl-2-(3-oxo-butyl)-1-indanone), C(C)(=O)O (acetic acid), N1CCCC1 (pyrrolidine). The solvent is C1(=CC=CC=C1)C (toluene), CCOCC (Et2O). Reaction conditions: temperature 80 celsius. Product: C(CCC)C12CC3=C(C(=CC=C3C2=CC(CC1)=O)OC)C (9a-butyl-7-methoxy-8-methyl-1,2,9,9a-tetrahydro-3H-fluoren-3-one). Isolated yield 55.5%. Reaction SMILES: [CH2:1]([C:5]1([CH2:18][CH2:19][C:20](=[O:22])[CH3:21])[CH2:13][C:12]2[C:7](=[CH:8][CH:9]=[C:10]([O:15][CH3:16])[C:11]=2[CH3:14])[C:6]1=O)[CH2:2][CH2:3][CH3:4].C(O)(=O)C.N1CCCC1>C1(C)C=CC=CC=1.CCOCC>[CH2:1]([C:5]12[CH2:18][CH2:19][C:20](=[O:22])[CH:21]=[C:6]1[C:7]1[C:12](=[C:11]([CH3:14])[C:10]([O:15][CH3:16])=[CH:9][CH:8]=1)[CH2:13]2)[CH2:2][CH2:3][CH3:4]. Procedure details: A solution of impure 2-butyl-5-methoxy-4-methyl-2-(3-oxo-butyl)-1-indanone (0.96 g, 3.17 mmol), acetic acid (0.182 mL, 3.18 mmol) and pyrrolidine (0.265 mL, 3.18 mmol) in anhydrous toluene (15.9 mL) was stirred and heated in an oil bath at 80° C. for 16 hours. After cooling, the reaction mixture was diluted with Et2O (100 mL), washed with 1N HCl (2×25 mL), 5% NaHCO3 (50 mL), and brine (50 mL), dried over MgSO4, filtered, and evaporated under vacuum to a dark brown oil (0.86 g). The crude product...